This data is from the Open Reaction Database (ORD), a public repository of structured organic reaction records. The task is: describe an organic reaction: reactants, conditions, products, and yield Reactants: CCOCC (ether), NC1=C(C(=NN1C1=C(C=C(C=C1Cl)C(F)(F)F)Cl)C#N)I (5-amino-3-cyano-1-(2,6-dichloro-4-trifluoromethylphenyl)-4-iodopyrazole), C(O)([O-])=O.[Na+] (sodium hydrogen carbonate), FC(C1=C(C=CC=C1)B(O)O)(F)F (2-trifluoromethylphenylboronic acid). The reagents and catalysts are C=1C=CC(=CC1)[P](C=2C=CC=CC2)(C=3C=CC=CC3)[Pd]([P](C=4C=CC=CC4)(C=5C=CC=CC5)C=6C=CC=CC6)([P](C=7C=CC=CC7)(C=8C=CC=CC8)C=9C=CC=CC9)[P](C=1C=CC=CC1)(C=1C=CC=CC1)C=1C=CC=CC1 (tetrakis(triphenylphosphine)palladium(0)). Solvent: O (water), C1(=CC=CC=C1)C (toluene), C(C)O (ethanol). Yields the product NC1=C(C(=NN1C1=C(C=C(C=C1Cl)C(F)(F)F)Cl)C#N)C1=C(C=CC=C1)C(F)(F)F (5-Amino-3-cyano-1-(2,6-dichloro-4-trifluoromethylphenyl)-4-(2-trifluoromethlphenyl)pyrazole). RXN SMILES: [NH2:1][C:2]1[N:6]([C:7]2[C:12]([Cl:13])=[CH:11][C:10]([C:14]([F:17])([F:16])[F:15])=[CH:9][C:8]=2[Cl:18])[N:5]=[C:4]([C:19]#[N:20])[C:3]=1I.C(=O)([O-])O.[Na+].[F:27][C:28]([F:39])([F:38])[C:29]1[CH:34]=[CH:33][CH:32]=[CH:31][C:30]=1B(O)O.CCOCC>C1(C)C=CC=CC=1.C(O)C.C1C=CC([P]([Pd]([P](C2C=CC=CC=2)(C2C=CC=CC=2)C2C=CC=CC=2)([P](C2C=CC=CC=2)(C2C=CC=CC=2)C2C=CC=CC=2)[P](C2C=CC=CC=2)(C2C=CC=CC=2)C2C=CC=CC=2)(C2C=CC=CC=2)C2C=CC=CC=2)=CC=1.O>[NH2:1][C:2]1[N:6]([C:7]2[C:12]([Cl:13])=[CH:11][C:10]([C:14]([F:17])([F:16])[F:15])=[CH:9][C:8]=2[Cl:18])[N:5]=[C:4]([C:19]#[N:20])[C:3]=1[C:30]1[CH:31]=[CH:32][CH:33]=[CH:34][C:29]=1[C:28]([F:39])([F:38])[F:27] |f:1.2,^1:58,60,79,98|. Procedure: To a rapidly stirred solution of 5-amino-3-cyano-1-(2,6-dichloro-4-trifluoromethylphenyl)-4-iodopyrazole (0.62 g) in toluene (5 ml) containing tetrakis(triphenylphosphine)palladium(0) (0.056 g) was added saturated aqueous sodium hydrogen carbonate solution (5 m) and a solution of 2-trifluoromethylphenylboronic acid (1.32 g) in ethanol (2.5 ml). The mixture was heated under reflux for 1.5 hours, cooled and then poured into ether (60 ml) and water (50 ml). The layers were separated and the aqueous... Reactants: ClC1=CC(=NC=C1[N+](=O)[O-])OC[C@H](C)NC(C)=O (N-((2S)-1-((4-chloro-5-nitropyridin-2-yl)oxy)propan-2-yl)acetamide). The reagents and catalysts are [Fe] (iron), [Fe](Cl)(Cl)Cl (iron(III) chloride). The solvent is C(C)O (ethanol). Product: NC=1C(=CC(=NC1)OC[C@H](C)NC(C)=O)Cl (N-((2S)-1-((5-amino-4-chloropyridin-2-yl)oxy)propan-2-yl)acetamide). The yield is 91.1%. As a reaction SMILES: [Cl:1][C:2]1[C:7]([N+:8]([O-])=O)=[CH:6][N:5]=[C:4]([O:11][CH2:12][C@@H:13]([NH:15][C:16](=[O:18])[CH3:17])[CH3:14])[CH:3]=1>C(O)C.[Fe].[Fe](Cl)(Cl)Cl>[NH2:8][C:7]1[C:2]([Cl:1])=[CH:3][C:4]([O:11][CH2:12][C@@H:13]([NH:15][C:16](=[O:18])[CH3:17])[CH3:14])=[N:5][CH:6]=1. Procedure details: To a solution of N-((2S)-1-((4-chloro-5-nitropyridin-2-yl)oxy)propan-2-yl)acetamide (1.80 g) in ethanol (20 mL) were added iron powder (1.84 g) and iron(III) chloride (1.07 g), and the mixture was stirred with heating under reflux for 1 hr. The reaction mixture was filtered, and the filtrate was diluted with ethyl acetate, washed with saturated brine, and dried over anhydrous magnesium sulfate. The solvent was evaporated under reduced pressure to give N-((2S)-1-((5-amino-4-chloropyridin-2-yl)oxy... Starting materials: CC(=O)O (AcOH), C=O (paraformaldehyde), C(C)(=O)O[BH-](OC(C)=O)OC(C)=O.[Na+] (sodium triacetoxyborohydride), NCC1=CC=C(C(=O)NC2=CC(=C(C=C2)Cl)C2=NC=CC=C2)C=C1 (4-(aminomethyl)-N-(4-chloro-3-(pyridin-2-yl)phenyl)benzamide), CN(C)C=O (DMF). Yields the product ClC1=C(C=C(C=C1)NC(C1=CC=C(C=C1)CN(C)C)=O)C1=NC=CC=C1 (N-(4-chloro-3-(pyridin-2-yl)phenyl)-4-((dimethylamino)methyl)benzamide). RXN SMILES: NC[C:3]1[CH:24]=[CH:23][C:6]([C:7]([NH:9][C:10]2[CH:15]=[CH:14][C:13]([Cl:16])=[C:12]([C:17]3[CH:22]=[CH:21][CH:20]=[CH:19][N:18]=3)[CH:11]=2)=[O:8])=[CH:5][CH:4]=1.CC(O)=O.C=O.C(O[BH-](OC(=O)C)OC(=O)C)(=O)C.[Na+].[CH3:45][N:46]([CH:48]=O)[CH3:47]>>[Cl:16][C:13]1[CH:14]=[CH:15][C:10]([NH:9][C:7](=[O:8])[C:6]2[CH:5]=[CH:4][C:3]([CH2:48][N:46]([CH3:45])[CH3:47])=[CH:24][CH:23]=2)=[CH:11][C:12]=1[C:17]1[CH:22]=[CH:21][CH:20]=[CH:19][N:18]=1 |f:3.4|. Reported procedure: 4-(aminomethyl)-N-(4-chloro-3-(pyridin-2-yl)phenyl)benzamide (80 mg) was dissolved in DMF (5 mL) and treated with AcOH (10 □L), paraformaldehyde (48 mg), and sodium triacetoxyborohydride (125 mg) for 16 h. The reaction mixture was concentrated, and the crude residue was dissolved in ethyl acetate and washed with 1 N sodium hydroxide, dried (MgSO4) and concentrated. The crude product was purified by reverse phase HPLC to yield N-(4-chloro-3-(pyridin-2-yl)phenyl)-4-((dimethylamino)methyl)benzamide... Reactants: C(C)(=O)Cl (Acetyl chloride), NC1=NC(=NN1)SCC1=CC=CC=C1 (5-Amino-3-benzylthio-1,2,4-triazole), [OH-].[Na+] (sodium hydroxide). The solvent is C(Cl)Cl (methylene chloride), C(C)N(CC)CC (triethylamine), C(Cl)Cl (methylene chloride). Conditions: time 30 minute. Yields the product C(C)(=O)N1N=C(N=C1N)SCC1=CC=CC=C1 (1-Acetyl-5-amino-3-benzylthio-1,2,4-triazole). As a reaction SMILES: [C:1](Cl)(=[O:3])[CH3:2].[NH2:5][C:6]1[NH:10][N:9]=[C:8]([S:11][CH2:12][C:13]2[CH:18]=[CH:17][CH:16]=[CH:15][CH:14]=2)[N:7]=1.[OH-].[Na+]>C(Cl)Cl.C(N(CC)CC)C>[C:1]([N:10]1[C:6]([NH2:5])=[N:7][C:8]([S:11][CH2:12][C:13]2[CH:14]=[CH:15][CH:16]=[CH:17][CH:18]=2)=[N:9]1)(=[O:3])[CH3:2] |f:2.3|. Reported procedure: Acetyl chloride (12.57 g) in methylene chloride (30 ml) was added to the product of stage (a) (30 g) in triethylamine (25 ml) and methylene chloride (300 ml) at 0° C., and the mixture was stirred for 30 minutes. Then 1N sodium hydroxide was added, and the solution was extracted with methylene chloride. On drying, and recrystallisation from ethyl acetate, 33 g of the desired product, mp 146° C., were obtained. Starting materials: C(=O)(O)[O-].[Na+] (NaHCO3), [N+](=O)([O-])C=1C(=NC(=NC1)NCC1=C(C=CC=C1)OC(F)(F)F)NC[C@@H]1CC[C@H](CC1)N1CC(C1)O (1-(trans-4-{[(5-nitro-2-{[2-(trifluoromethoxy)benzyl]amino}pyrimidin-4-yl)amino]methyl}cyclohexyl)azetidin-3-ol), C(C)N(CC)S(F)(F)F (diethylaminosulfur trifluoride). Solvent: C(Cl)Cl (CH2Cl2), C(Cl)Cl (CH2Cl2). Conditions: time 5 minute. Product: FC1CN(C1)[C@@H]1CC[C@H](CC1)CNC1=NC(=NC=C1[N+](=O)[O-])NCC1=C(C=CC=C1)OC(F)(F)F (N4-{[trans-4-(3-fluoroazetidin-1-yl)cyclohexyl]methyl}-5-nitro-N2-[2-(trifluoromethoxy)benzyl]pyrimidine-2,4-diamine). Isolated yield 26.1%. As a reaction SMILES: [N+:1]([C:4]1[C:5]([NH:23][CH2:24][C@H:25]2[CH2:30][CH2:29][C@H:28]([N:31]3[CH2:34][CH:33](O)[CH2:32]3)[CH2:27][CH2:26]2)=[N:6][C:7]([NH:10][CH2:11][C:12]2[CH:17]=[CH:16][CH:15]=[CH:14][C:13]=2[O:18][C:19]([F:22])([F:21])[F:20])=[N:8][CH:9]=1)([O-:3])=[O:2].C(N(S(F)(F)[F:42])CC)C.C([O-])(O)=O.[Na+]>C(Cl)Cl>[F:42][CH:33]1[CH2:34][N:31]([C@H:28]2[CH2:27][CH2:26][C@H:25]([CH2:24][NH:23][C:5]3[C:4]([N+:1]([O-:3])=[O:2])=[CH:9][N:8]=[C:7]([NH:10][CH2:11][C:12]4[CH:17]=[CH:16][CH:15]=[CH:14][C:13]=4[O:18][C:19]([F:20])([F:21])[F:22])[N:6]=3)[CH2:30][CH2:29]2)[CH2:32]1 |f:2.3|. Procedure details: To a solution of 1-(trans-4-{[(5-nitro-2-{[2-(trifluoromethoxy)benzyl]amino}pyrimidin-4-yl)amino]methyl}cyclohexyl)azetidin-3-ol (100 mg, 0.20 mmol) in CH2Cl2 (25 mL) was added dropwise a solution of diethylaminosulfur trifluoride (32 μL, 0.24 mmol) in CH2Cl2 (0.5 mL) at room temperature over a period of 15 min. When the reaction was complete, the mixture was treated with saturated NaHCO3 and stirred for 5 min. The organic phase was separated and washed with water. The organic phase was dried ov... The reactants are CC1(N2CCCC2)CN(c2nc(Cl)nc(NNC(=O)C(CC3CCCC3)CN(C=O)OC3CCCCO3)c2F)C1, O. The product is CC1(N2CCCC2)CN(c2nc(Cl)nc(NNC(=O)C(CC3CCCC3)CN(O)C=O)c2F)C1. Reaction SMILES: [Cl:1][c:2]1[n:3][c:4]([N:31]2[CH2:32][C:33]([N:35]3[CH2:36][CH2:37][CH2:38][CH2:39]3)([CH3:40])[CH2:34]2)[c:5]([F:30])[c:6]([NH:8][NH:9][C:10]([CH:11]([CH2:12][N:13]([CH:14]=[O:15])[O:16][CH:17]2[CH2:18][CH2:19][CH2:20][CH2:21][O:22]2)[CH2:23][CH:24]2[CH2:25][CH2:26][CH2:27][CH2:28]2)=[O:29])[n:7]1.[OH2:41]>>[Cl:1][c:2]1[n:3][c:4]([N:31]2[CH2:32][C:33]([N:35]3[CH2:36][CH2:37][CH2:38][CH2:39]3)([CH3:40])[CH2:34]2)[c:5]([F:30])[c:6]([NH:8][NH:9][C:10]([CH:11]([CH2:12][N:13]([CH:14]=[O:15])[OH:16])[CH2:23][CH:24]2[CH2:25][CH2:26][CH2:27][CH2:28]2)=[O:29])[n:7]1. Starting materials: C1CCOC1, Cn1c(-c2ccccc2C(F)(F)F)nnc1C(C)(C)Oc1ccc(Cl)cc1C(=O)NCC1COC(C)(C)O1, Cl, O. Product: Cn1c(-c2ccccc2C(F)(F)F)nnc1C(C)(C)Oc1ccc(Cl)cc1C(=O)NCC(O)CO. RXN SMILES: [CH2:41]1[O:42][CH2:43][CH2:44][CH2:45]1.[Cl:1][c:2]1[cH:3][cH:4][c:5]([O:19][C:20]([CH3:21])([c:22]2[n:23][n:24][c:25](-[c:28]3[c:29]([C:34]([F:35])([F:36])[F:37])[cH:30][cH:31][cH:32][cH:33]3)[n:26]2[CH3:27])[CH3:38])[c:6]([C:7](=[O:8])[NH:9][CH2:10][CH:11]2[O:12][C:13]([CH3:16])([CH3:17])[O:14][CH2:15]2)[cH:18]1.[ClH:39].[OH2:40]>>[Cl:1][c:2]1[cH:3][cH:4][c:5]([O:19][C:20]([CH3:21])([c:22]2[n:23][n:24][c:25](-[c:28]3[c:29]([C:34]([F:35])([F:36])[F:37])[cH:30][cH:31][cH:32][cH:33]3)[n:26]2[CH3:27])[CH3:38])[c:6]([C:7](=[O:8])[NH:9][CH2:10][CH:11]([OH:12])[CH2:15][OH:14])[cH:18]1.